Task: describe an organic reaction: reactants, conditions, products, and yield. Dataset: the Open Reaction Database (ORD), a public repository of structured organic reaction records The reactants are [C@H]12N[C@@H](C[C@@H]2C1)CNC(=O)C1=C(N=C2SC=CN21)C (6-methyl-imidazo[2,1-b]thiazole-5-carboxylic acid [(1S,3S,5S)-2-aza-bicyclo[3.1.0]hex-3-ylmethyl]-amide), ClC=1C=C(C=CC1)C=1C(=CC=CC1)C(=O)O (3′-chloro-biphenyl-2-carboxylic acid). The product is ClC=1C=C(C=CC1)C=1C(=CC=CC1)C(=O)N1[C@H]2C[C@H]2C[C@H]1CNC(=O)C1=C(N=C2SC=CN21)C (6-methyl-imidazo[2,1-b]thiazole-5-carboxylic acid [(1S,3S,5S)-2-(3′-chloro-biphenyl-2-carbonyl)-2-aza-bicyclo[3.1.0]hex-3-ylmethyl]-amide). RXN SMILES: [C@H:1]12[CH2:6][C@H:5]1[CH2:4][C@@H:3]([CH2:7][NH:8][C:9]([C:11]1[N:18]3[C:14]([S:15][CH:16]=[CH:17]3)=[N:13][C:12]=1[CH3:19])=[O:10])[NH:2]2.[Cl:20][C:21]1[CH:22]=[C:23]([C:27]2[C:28]([C:33](O)=[O:34])=[CH:29][CH:30]=[CH:31][CH:32]=2)[CH:24]=[CH:25][CH:26]=1>>[Cl:20][C:21]1[CH:22]=[C:23]([C:27]2[C:28]([C:33]([N:2]3[C@H:3]([CH2:7][NH:8][C:9]([C:11]4[N:18]5[C:14]([S:15][CH:16]=[CH:17]5)=[N:13][C:12]=4[CH3:19])=[O:10])[CH2:4][C@H:5]4[C@@H:1]3[CH2:6]4)=[O:34])=[CH:29][CH:30]=[CH:31][CH:32]=2)[CH:24]=[CH:25][CH:26]=1. Procedure: prepared by reaction of 6-methyl-imidazo[2,1-b]thiazole-5-carboxylic acid [(1S,3S,5S)-2-aza-bicyclo[3.1.0]hex-3-ylmethyl]-amide with 3′-chloro-biphenyl-2-carboxylic acid. LC-MS (basic): tR=1.38 min; [M+H]+=490.9. Reactants: CCOC(=O)c1cc(-c2cnc3c(NCCCO)nc4cc(C(F)(F)F)ccc4n23)[nH]n1, C1CCOC1, CN. The product is CNC(=O)c1cc(-c2cnc3c(NCCCO)nc4cc(C(F)(F)F)ccc4n23)[nH]n1. As a reaction SMILES: [CH2:1]([O:3][C:4](=[O:2])[c:6]1[n:7][nH:8][c:9](-[c:11]2[cH:12][n:13][c:14]3[n:15]2[c:16]2[cH:17][cH:18][c:19]([C:29]([F:30])([F:31])[F:32])[cH:20][c:21]2[n:22][c:23]3[NH:24][CH2:25][CH2:26][CH2:27][OH:28])[cH:10]1)[CH3:5].[CH2:35]1[O:36][CH2:37][CH2:38][CH2:39]1.[CH3:33][NH2:34]>>[O:3]=[C:4]([c:6]1[n:7][nH:8][c:9](-[c:11]2[cH:12][n:13][c:14]3[n:15]2[c:16]2[cH:17][cH:18][c:19]([C:29]([F:30])([F:31])[F:32])[cH:20][c:21]2[n:22][c:23]3[NH:24][CH2:25][CH2:26][CH2:27][OH:28])[cH:10]1)[NH:34][CH3:33]. As a reaction SMILES: [CH3:1][O:2][C:3]1[N:8]=[C:7]([O:9][CH3:10])[N:6]=[C:5]([NH:11][C:12](=[N:15][S:16]([C:19]2[CH:24]=[CH:23][CH:22]=[CH:21][C:20]=2[S:25]([O:28][CH3:29])(=[O:27])=[O:26])(=[O:18])=[O:17])SC)[N:4]=1.[CH3:30][O:31][NH2:32].Cl>O1CCOCC1>[CH3:10][O:9][C:7]1[N:8]=[C:3]([O:2][CH3:1])[N:4]=[C:5]([NH:11][C:12]([NH:15][S:16]([C:19]2[CH:24]=[CH:23][CH:22]=[CH:21][C:20]=2[S:25]([O:28][CH3:29])(=[O:26])=[O:27])(=[O:18])=[O:17])=[N:32][O:31][CH3:30])[N:6]=1. Reported procedure: N-(4,6-Dimethoxy-1,3,5-triazin-2-yl) N'-(2-methoxysulfonylbenzenesulfonyl) S-methylisothiourea (4.63 g) was dissolved in dioxane (100 ml), and O-methylhydroxylamine (2.35 g) was added to the solution. The mixture was stirred at room temp. for 4 days. The reaction mixture was poured into ice water, and adjusted to pH 3 with hydrochloric acid. The precipitated crude crystals were collected by filtration, and recrystallized from acetonitrile to give 1.5 g of the desired N-(4,6-dimethoxy-1,3,5-triaz... Product: COC1=NC(=NC(=N1)OC)NC(=NOC)NS(=O)(=O)C1=C(C=CC=C1)S(=O)(=O)OC (N-(4,6-dimethoxy-1,3,5-triazin-2-yl) N'-(2-methoxysulfonylbenzenesulfonyl) N"-(methoxy)guanidine). The reactants are Cl (hydrochloric acid), COC1=NC(=NC(=N1)OC)NC(SC)=NS(=O)(=O)C1=C(C=CC=C1)S(=O)(=O)OC (N-(4,6-Dimethoxy-1,3,5-triazin-2-yl) N'-(2-methoxysulfonylbenzenesulfonyl) S-methylisothiourea), ice water, CON (O-methylhydroxylamine). The yield is 32.5%. Conditions: time 4 day. The solvent is O1CCOCC1 (dioxane). Yield: 25.0%. Procedure: According to AVV A, (Z-4-phenylaminopent-3-ene-2-one (175.2 mg, 1.0 mmol, 1.0 equiv.) was stirred with Cu(OAc)2 (544.9 mg, 3.0 mmol, 3.0 equiv.) into propionitrile (3.0 ml, 41.9 mmol, 41.9 equiv.) for 24 hours at 120° C. After the brown oily raw product (157.3 mg) was purified by means of column chromatography (silica gel (50 g), pentane/EtOAc 94:6→0:100), the desired product was obtained in the form of a yellow oil (57.2 mg, 0.25 mmol, 25%). Product: C(C)C1=NN(C(=C1C(C)=O)C)C1=CC=CC=C1 (1-(3-ethyl-5-methyl-1-phenyl-1H-pyrazole-4-yl)-ethanone), oil. The reactants are C1(=CC=CC=C1)N\C(=C/C(C)=O)\C (Z-4-phenylaminopent-3-ene-2-one), C(CC)#N (propionitrile). As a reaction SMILES: [C:1]1([NH:7]/[C:8](/[CH3:13])=[CH:9]\[C:10](=[O:12])[CH3:11])[CH:6]=[CH:5][CH:4]=[CH:3][CH:2]=1.[C:14](#[N:17])[CH2:15][CH3:16]>CC([O-])=O.CC([O-])=O.[Cu+2]>[CH2:15]([C:14]1[C:9]([C:10](=[O:12])[CH3:11])=[C:8]([CH3:13])[N:7]([C:1]2[CH:6]=[CH:5][CH:4]=[CH:3][CH:2]=2)[N:17]=1)[CH3:16] |f:2.3.4|. Reagents/catalysts: CC(=O)[O-].CC(=O)[O-].[Cu+2] (Cu(OAc)2).